Dataset: the Open Reaction Database (ORD), a public repository of structured organic reaction records. Task: describe an organic reaction: reactants, conditions, products, and yield Starting materials: NC1=CC=C(C=C1)S(=O)(=NC(COC)=O)C ((RS)—S-(4-aminophenyl)-N-(2-methoxy-acetyl)-S-methylsulphoximide), ice. Run in O1CCCC1 (tetrahydrofuran). Conditions: time 90 minute. The product is NC1=CC=C(C=C1)S(=O)(=NCCOC)C ((RS)—S-(4-aminophenyl)-N-(2-methoxy-ethyl)-S-methylsulfoximide). The yield is 82.6%. As a reaction SMILES: [NH2:1][C:2]1[CH:7]=[CH:6][C:5]([S:8]([CH3:16])(=[N:10][C:11](=O)[CH2:12][O:13][CH3:14])=[O:9])=[CH:4][CH:3]=1>O1CCCC1>[NH2:1][C:2]1[CH:3]=[CH:4][C:5]([S:8]([CH3:16])(=[N:10][CH2:11][CH2:12][O:13][CH3:14])=[O:9])=[CH:6][CH:7]=1. Procedure details: 493 mg (2.03 mmol) (RS)—S-(4-aminophenyl)-N-(2-methoxy-acetyl)-S-methylsulphoximide is dissolved in 67.8 ml tetrahydrofuran, cooled in the ice-bath and treated dropwise with 6.13 ml (6.13 mmol) borane tetrahydrofuran complex. The mixture is stirred for 90 minutes and quenched with one drop of methanol and one drop of water. After chromatographic purification (silica gel, hexane/ethyl acetate (0-50% ethyl acetate)), 383 mg (82%) of the desired product is obtained.